This data is from the Open Reaction Database (ORD), a public repository of structured organic reaction records. The task is: describe an organic reaction: reactants, conditions, products, and yield Reactants: C(C1=NC2=CC=CC=C2C=C1)(=O)O (quinaldic acid), FC1=C(C(=C(C(=C1O)F)F)F)F (pentafluorophenol), C1CCOC1 (THF), C(CCl)Cl (EDC). The solvent is C(C)OCC (diethyl ether), CCCCCC (hexane). Run at time 2 hour. The product is FC1=C(C(=C(C(=C1OC(C1=NC2=CC=CC=C2C=C1)=O)F)F)F)F (quinaldic acid pentafluorophenyl ester). Reaction SMILES: [C:1]([OH:13])(=[O:12])[C:2]1[CH:11]=[CH:10][C:9]2[C:4](=[CH:5][CH:6]=[CH:7][CH:8]=2)[N:3]=1.[F:14][C:15]1[C:20](O)=[C:19]([F:22])[C:18]([F:23])=[C:17]([F:24])[C:16]=1[F:25].C1COCC1.C(Cl)CCl>C(OCC)C.CCCCCC>[F:14][C:15]1[C:20]([O:12][C:1](=[O:13])[C:2]2[CH:11]=[CH:10][C:9]3[C:4](=[CH:5][CH:6]=[CH:7][CH:8]=3)[N:3]=2)=[C:19]([F:22])[C:18]([F:23])=[C:17]([F:24])[C:16]=1[F:25]. Reported procedure: An oven dried single necked round bottom flask was charged with 15.0 g quinaldic acid (86.6 mmol), 20.8 g pentafluorophenol (113 mmol), and 200 mL THF. The suspension was stirred, and 18.3 g EDC (95.3 mmol) was added in one portion. Vigorous stirring was continued at room temperature for two hours, during which time a gummy precipitate formed at the bottom of the flask. The solution was decanted from the gum, and the gum was washed with CH2C12. The combined organic layers were diluted with hexan... The reactants are Nc1cnc(OCC(F)(F)F)c(-c2ccc(Cl)cc2)c1, O=C(O)C1CCCO1. The product is O=C(Nc1cnc(OCC(F)(F)F)c(-c2ccc(Cl)cc2)c1)C1CCCO1. Reaction SMILES: [Cl:1][c:2]1[cH:3][cH:4][c:5](-[c:8]2[cH:9][c:10]([NH2:20])[cH:11][n:12][c:13]2[O:14][CH2:15][C:16]([F:17])([F:18])[F:19])[cH:6][cH:7]1.[O:21]1[CH:22]([C:26](=[O:27])[OH:28])[CH2:23][CH2:24][CH2:25]1>>[Cl:1][c:2]1[cH:3][cH:4][c:5](-[c:8]2[cH:9][c:10]([NH:20][C:26]([CH:22]3[O:21][CH2:25][CH2:24][CH2:23]3)=[O:27])[cH:11][n:12][c:13]2[O:14][CH2:15][C:16]([F:17])([F:18])[F:19])[cH:6][cH:7]1. Reactants: C(C)(=O)O (acetic acid), O[C@@H]1[C@H](NCC1)C(=O)OC ((2S,3S)-methyl 3-hydroxypyrrolidine-2-carboxylate), N(=O)[O-].[Na+] (NaNO2). Solvent: C(C)(=O)OCC (ethyl acetate), O (water), O (water). Run at time 4 hour. Product: O[C@@H]1[C@H](N(CC1)N=O)C(=O)OC ((2S,3S)-methyl 3-hydroxy-1-nitrosopyrrolidine-2-carboxylate). RXN SMILES: [OH:1][C@H:2]1[CH2:6][CH2:5][NH:4][C@@H:3]1[C:7]([O:9][CH3:10])=[O:8].[N:11]([O-])=[O:12].[Na+].C(O)(=O)C>O.C(OCC)(=O)C>[OH:1][C@H:2]1[CH2:6][CH2:5][N:4]([N:11]=[O:12])[C@@H:3]1[C:7]([O:9][CH3:10])=[O:8] |f:1.2|. Procedure details: To a solution of (2S,3S)-methyl 3-hydroxypyrrolidine-2-carboxylate (16 g, 0.110 moles) in water (60 mL) was added NaNO2 (16 g, 0.220 moles) in water (30 mL) followed by the addition of glacial acetic acid (9.43 mL, 0.165 moles) at 0° C. and the reaction mixture was stirred for 4 h. Once the starting material had disappeared (monitored by TLC), the reaction mixture was diluted with ethyl acetate. The organic layer was washed with water, brine, dried over Na2SO4 and concentrated to get the title c... Starting materials: N=C1N(C(NC12CCSCC2)=O)C2=CC(=C(C#N)C=C2)C(F)(F)F (4-(4-imino-2-oxo-8-thia-1,3-diazaspiro[4.5]decan-3-yl)-2-(trifluoromethyl)-benzonitrile), CO (methanol), Cl (hydrochloric acid). The solvent is C(Cl)(Cl)Cl (chloroform). The product is O=C1NC2(C(N1C1=CC(=C(C#N)C=C1)C(F)(F)F)=O)CCSCC2 (4-(2,4-dioxo-8-thia-1,3-diazaspiro[4.5]-decan-3-yl)-2-(trifluoromethyl)-benzonitrile). RXN SMILES: N=[C:2]1[C:6]2([CH2:11][CH2:10][S:9][CH2:8][CH2:7]2)[NH:5][C:4](=[O:12])[N:3]1[C:13]1[CH:20]=[CH:19][C:16]([C:17]#[N:18])=[C:15]([C:21]([F:24])([F:23])[F:22])[CH:14]=1.C[OH:26].Cl>C(Cl)(Cl)Cl>[O:12]=[C:4]1[N:3]([C:13]2[CH:20]=[CH:19][C:16]([C:17]#[N:18])=[C:15]([C:21]([F:24])([F:23])[F:22])[CH:14]=2)[C:2](=[O:26])[C:6]2([CH2:11][CH2:10][S:9][CH2:8][CH2:7]2)[NH:5]1. Reported procedure: Using the procedure of Example 2, 2.34 g of the product of Example 12, 25 ml of methanol and 5 ml of chloroform were reacted and 4.5 ml of 2N hydrochloric acid were added. The reaction medium was refluxed for one hour and after purification on silica with methylene chloride-acetone: 95-5 as eluant, crystallization from isopropanol was carried out to obtain 368 mg of the expected product (white crystals) melting at 209-210° C. Starting materials: B, CON=C(C)c1ccc2c(c1)ncn2-c1cccc(-c2cccnc2)c1, CC(=O)O, ClCCl, Cl, c1ccncc1. Product: CONC(C)c1ccc2c(c1)ncn2-c1cccc(-c2cccnc2)c1. As a reaction SMILES: [BH3:27].[CH3:1][O:2][N:3]=[C:4]([CH3:5])[c:6]1[cH:7][c:8]2[c:9]([n:10](-[c:13]3[cH:14][c:15](-[c:19]4[cH:20][n:21][cH:22][cH:23][cH:24]4)[cH:16][cH:17][cH:18]3)[cH:11][n:12]2)[cH:25][cH:26]1.[CH3:34][C:35](=[O:36])[OH:37].[Cl:39][CH2:40][Cl:41].[ClH:38].[n:28]1[cH:29][cH:30][cH:31][cH:32][cH:33]1>>[CH3:1][O:2][NH:3][CH:4]([CH3:5])[c:6]1[cH:7][c:8]2[c:9]([n:10](-[c:13]3[cH:14][c:15](-[c:19]4[cH:20][n:21][cH:22][cH:23][cH:24]4)[cH:16][cH:17][cH:18]3)[cH:11][n:12]2)[cH:25][cH:26]1. The reactants are ClC1=C(C(=O)O)C=CC(=C1)[N+](=O)[O-] (2-chloro-4-nitrobenzoic acid), S(=O)(Cl)Cl (thionyl chloride). The reagents and catalysts are CN(C)C=O (DMF). The product is ClC1=C(C(=O)Cl)C=CC(=C1)[N+](=O)[O-] (2-chloro-4-nitrobenzoyl chloride). As a reaction SMILES: [Cl:1][C:2]1[CH:10]=[C:9]([N+:11]([O-:13])=[O:12])[CH:8]=[CH:7][C:3]=1[C:4](O)=[O:5].S(Cl)([Cl:16])=O>CN(C=O)C>[Cl:1][C:2]1[CH:10]=[C:9]([N+:11]([O-:13])=[O:12])[CH:8]=[CH:7][C:3]=1[C:4]([Cl:16])=[O:5]. Procedure details: A mixture of 2-chloro-4-nitrobenzoic acid (20 g), thionyl chloride (40 ml) and DMF (5 drops) was stirred and heated to reflux for 1 hour. The mixture was evaporated to give 2-chloro-4-nitrobenzoyl chloride which was used without further purification. Product: CCCCCC1CCC(CC=C2CCC(c3ccc(C#N)cc3)CC2)CC1. Reactants: [Br-], N#Cc1ccc(C2CCC(=O)CC2)cc1, CCCCCC1CCC(CC[P+](c2ccccc2)(c2ccccc2)c2ccccc2)CC1, COC(C)(C)C, C1CCOC1, O. RXN SMILES: [Br-:1].[C:34](#[N:35])[c:36]1[cH:37][cH:38][c:39]([CH:42]2[CH2:43][CH2:44][C:45](=[O:48])[CH2:46][CH2:47]2)[cH:40][cH:41]1.[CH2:2]([CH2:3][CH2:4][CH2:5][CH3:6])[CH:7]1[CH2:8][CH2:9][CH:10]([CH2:13][CH2:14][P+:15]([c:16]2[cH:17][cH:18][cH:19][cH:20][cH:21]2)([c:22]2[cH:23][cH:24][cH:25][cH:26][cH:27]2)[c:28]2[cH:29][cH:30][cH:31][cH:32][cH:33]2)[CH2:11][CH2:12]1.[CH3:50][O:51][C:52]([CH3:53])([CH3:54])[CH3:55].[O:56]1[CH2:57][CH2:58][CH2:59][CH2:60]1.[OH2:49]>>[CH2:2]([CH2:3][CH2:4][CH2:5][CH3:6])[CH:7]1[CH2:8][CH2:9][CH:10]([CH2:13][CH:14]=[C:45]2[CH2:44][CH2:43][CH:42]([c:39]3[cH:38][cH:37][c:36]([C:34]#[N:35])[cH:41][cH:40]3)[CH2:47][CH2:46]2)[CH2:11][CH2:12]1.